Dataset: the Open Reaction Database (ORD), a public repository of structured organic reaction records. Task: describe an organic reaction: reactants, conditions, products, and yield Starting materials: FC(C(=O)NC1=CC=C(C=C1)CC(=O)O)(F)F ([4-(2,2,2-trifluoro-acetylamino)-phenyl]-acetic acid), N1C(NC(C=C1)=O)=O (1H-pyrimidine-2,4-dione), C(C)(=O)NC1=CC=C(C=C1)CC(=O)O ((4-acetylamino-phenyl)-acetic acid), N1C(NC(C=C1)=O)=O (1H-pyrimidine-2,4-dione). Yields the product [N].C(C)(=O)NC1=CC=CC=C1 (acetanilide nitrogen). Reaction SMILES: FC(F)(F)C([NH:5]C1C=CC(CC(O)=O)=CC=1)=O.[C:18]([NH:21][C:22]1[CH:27]=[CH:26][C:25](CC(O)=O)=[CH:24][CH:23]=1)(=[O:20])[CH3:19].N1C=CC(=O)NC1=O>>[N:5].[C:18]([NH:21][C:22]1[CH:27]=[CH:26][CH:25]=[CH:24][CH:23]=1)(=[O:20])[CH3:19] |f:3.4|. Procedure: This compound was prepared by a method similar to that described in example 11 (method 1) except that [4-(2,2,2-trifluoro-acetylamino)-phenyl]-acetic acid (prepared by the method of K. D. Janda et al, as described in J. Amer. Chem. Soc. 1991, 113, 291) was used in place of (4-acetylamino-phenyl)-acetic acid. A mixture of products arising from mono-alkylation at the 1 position of the 1H-pyrimidine-2,4-dione and bis-alkylation at both the 1 position of the 1H-pyrimidine-2,4-dione and acetanilide n... The reactants are CC1CC(=O)CC(=O)C1, COc1cccc(OC)c1, O=C1CCCC(=O)C1. Product: COc1cc(C)cc(OC)c1. RXN SMILES: [CH3:19][CH:20]1[CH2:21][C:22](=[O:23])[CH2:24][C:25](=[O:26])[CH2:27]1.[CH3:9][O:10][c:11]1[cH:12][c:13]([O:17][CH3:18])[cH:14][cH:15][cH:16]1.[O:1]=[C:2]1[CH2:3][C:4](=[O:5])[CH2:6][CH2:7][CH2:8]1>>[CH3:2][c:15]1[cH:14][c:13]([O:17][CH3:18])[cH:12][c:11]([O:10][CH3:9])[cH:16]1. Starting materials: COc1ccccc1C(=O)CBr, CS(C)=O, [N-]=[N+]=[N-], [Na+], O. Yields the product COc1ccccc1C(=O)CN=[N+]=[N-]. As a reaction SMILES: [Br:5][CH2:6][C:7](=[O:8])[c:9]1[c:10]([O:15][CH3:16])[cH:11][cH:12][cH:13][cH:14]1.[CH3:17][S:18]([CH3:19])=[O:20].[N-:2]=[N+:3]=[N-:4].[Na+:1].[OH2:21]>>[N:2](=[N+:3]=[N-:4])[CH2:6][C:7](=[O:8])[c:9]1[c:10]([O:15][CH3:16])[cH:11][cH:12][cH:13][cH:14]1. Reactants: imine, FC=1C(=C(C=CC1)C(CC(C=O)(C(F)(F)F)O)(C)C)OC (4-(3-fluoro-2-methoxyphenyl)-2-hydroxy-4-methyl-2-trifluoromethyl-pentanal), NC1=C2C=CC(NC2=CC=C1)=O (5-aminoquinolin-2(1H)-one), imine. The reagents and catalysts are [Ti](Cl)(Cl)(Cl)Cl (titanium tetrachloride). Product: CC1(CC(C(C2=CC=C(C(=C12)OC)F)NC1=C2C=CC(NC2=CC=C1)=O)(C(F)(F)F)O)C (5-{[4,4-Dimethyl-6-fluoro-2-hydroxy-5-methoxy-2-trifluoromethyl-1,2,3,4-tetrahydronaphthalen-1-yl]amino}-quinolin-2(1H)-one). The yield is 2.7%. As a reaction SMILES: [F:1][C:2]1[C:3]([O:20][CH3:21])=[C:4]([C:8]([CH3:19])([CH3:18])[CH2:9][C:10]([OH:17])([C:13]([F:16])([F:15])[F:14])[CH:11]=O)[CH:5]=[CH:6][CH:7]=1.[NH2:22][C:23]1[CH:32]=[CH:31][CH:30]=[C:29]2[C:24]=1[CH:25]=[CH:26][C:27](=[O:33])[NH:28]2>[Ti](Cl)(Cl)(Cl)Cl>[CH3:19][C:8]1([CH3:18])[C:4]2[C:5](=[CH:6][CH:7]=[C:2]([F:1])[C:3]=2[O:20][CH3:21])[CH:11]([NH:22][C:23]2[CH:32]=[CH:31][CH:30]=[C:29]3[C:24]=2[CH:25]=[CH:26][C:27](=[O:33])[NH:28]3)[C:10]([OH:17])([C:13]([F:16])([F:14])[F:15])[CH2:9]1. Reported procedure: Analogously to Example 3, the corresponding imine is produced starting from 500 mg of 4-(3-fluoro-2-methoxyphenyl)-2-hydroxy-4-methyl-2-trifluoromethyl-pentanal and 260 mg of 5-aminoquinolin-2(1H)-one. By reaction of 80 mg of the imine with 0.5 ml of titanium tetrachloride (1 M in dichloromethane), 20 mg of the title compound is obtained. The reactants are C(C)(C)OC1=C(C=2OC3=CC=C(C=C3C(C2)=O)C(=O)Cl)C=CC=C1 (2'-isopropoxy-flavone-6-carbonyl-chloride), OCCN1CCOCC1 (N-hydroxyethyl-morpholine), N1=CC=CC=C1 (pyridine). Run in C1=CC=CC=C1 (benzene). The product is morpholinoethyl-ester, C(=O)(O)C=1C=C2C(C=C(OC2=CC1)C1=C(C=CC=C1)OC(C)C)=O (6-carboxy-2'-isopropoxy-flavone). The yield is 88.5%. Reaction SMILES: [CH:1]([O:4][C:5]1[CH:24]=[CH:23][CH:22]=[CH:21][C:6]=1[C:7]1[O:8][C:9]2[C:14]([C:15](=[O:17])[CH:16]=1)=[CH:13][C:12]([C:18](Cl)=[O:19])=[CH:11][CH:10]=2)([CH3:3])[CH3:2].[OH:25]CCN1CCOCC1.N1C=CC=CC=1>C1C=CC=CC=1>[C:18]([C:12]1[CH:13]=[C:14]2[C:9](=[CH:10][CH:11]=1)[O:8][C:7]([C:6]1[CH:21]=[CH:22][CH:23]=[CH:24][C:5]=1[O:4][CH:1]([CH3:3])[CH3:2])=[CH:16][C:15]2=[O:17])([OH:25])=[O:19]. Procedure details: 2'-isopropoxy-flavone-6-carbonyl-chloride (4.3 g) prepared according to Example 18, dissolved in anhydrous benzene (40 ml) was treated with N-hydroxyethyl-morpholine (3.2 g) and pyridine (1 ml) at room temperature for 24 hours. The benzene solution was washed with aqueous citric acid 40% with sodium bicarbonate and water, then evaporated to dryness. The residue, crystallised from acetone, gave morpholinoethyl-ester of 6-carboxy-2'-isopropoxy-flavone (3.6 g; m.p. 133°-135° C.). Reactants: COC(=O)c1ccc2c(Sc3ccccc3[N+](=O)[O-])cn(Cc3cc(F)cc(F)c3)c2c1, Cl, [Li+], C1COCCO1, [OH-], O, O. Product: O=C(O)c1ccc2c(Sc3ccccc3[N+](=O)[O-])cn(Cc3cc(F)cc(F)c3)c2c1. Reaction SMILES: [CH3:1][O:2][C:3](=[O:4])[c:5]1[cH:6][cH:7][c:8]2[c:9]([S:23][c:24]3[c:25]([N+:30](=[O:31])[O-:32])[cH:26][cH:27][cH:28][cH:29]3)[cH:10][n:11]([CH2:14][c:15]3[cH:16][c:17]([F:22])[cH:18][c:19]([F:21])[cH:20]3)[c:12]2[cH:13]1.[ClH:36].[Li+:34].[O:37]1[CH2:38][CH2:39][O:40][CH2:41][CH2:42]1.[OH-:33].[OH2:35].[OH2:43]>>[O:2]=[C:3]([OH:4])[c:5]1[cH:6][cH:7][c:8]2[c:9]([S:23][c:24]3[c:25]([N+:30](=[O:31])[O-:32])[cH:26][cH:27][cH:28][cH:29]3)[cH:10][n:11]([CH2:14][c:15]3[cH:16][c:17]([F:22])[cH:18][c:19]([F:21])[cH:20]3)[c:12]2[cH:13]1. Reactants: Cl.CN(CCCN=C=NCC)C (1-[3-(dimethylamino)propyl]-3-ethylcarbodiimide hydrochloride), C1(=CC=CC=C1)[C@H](C)NC1=NC=CC(=N1)N1C=NC2=C1C=CC(=C2)C(=O)O (2-[(S)-1-phenylethylamino]-4-[5-carboxy-benzimidazol-1-yl]pyrimidine), C1(=CC=CC=C1)[C@H](C)NC1=NC=CC(=N1)N1C=NC2=C1C=C(C=C2)C(=O)O (2-[(S)-1-phenylethylamino]-4-[6-carboxy-benzimidazol-1-yl]pyrimidine), C(C1=CC=CC=C1)N (benzylamine), CN1CCOCC1 (N-methylmopholine). The solvent is C(Cl)Cl (CH2Cl2). Reaction conditions: time 4 hour. The product is C1(=CC=CC=C1)[C@H](C)NC1=NC=CC(=N1)N1C=NC2=C1C=C(C=C2)C(=O)NCC2=CC=CC=C2 (2-[(S)-1-Phenylethylamino]-4-[6-benzylaminocarbonyl-benzimidazol-1-yl]pyrimidine). Reaction SMILES: [C:1]1([C@@H:7]([NH:9]C2N=C(N3C4C=CC(C(O)=O)=CC=4N=C3)C=CN=2)C)[CH:6]=[CH:5][CH:4]=[CH:3][CH:2]=1.[C:28]1([C@@H:34]([NH:36][C:37]2[N:42]=[C:41]([N:43]3[C:47]4[CH:48]=[C:49]([C:52]([OH:54])=O)[CH:50]=[CH:51][C:46]=4[N:45]=[CH:44]3)[CH:40]=[CH:39][N:38]=2)[CH3:35])[CH:33]=[CH:32][CH:31]=[CH:30][CH:29]=1.C(N)C1C=CC=CC=1.CN1CCOCC1.Cl.CN(C)CCCN=C=NCC>C(Cl)Cl>[C:28]1([C@@H:34]([NH:36][C:37]2[N:42]=[C:41]([N:43]3[C:47]4[CH:48]=[C:49]([C:52]([NH:9][CH2:7][C:1]5[CH:6]=[CH:5][CH:4]=[CH:3][CH:2]=5)=[O:54])[CH:50]=[CH:51][C:46]=4[N:45]=[CH:44]3)[CH:40]=[CH:39][N:38]=2)[CH3:35])[CH:29]=[CH:30][CH:31]=[CH:32][CH:33]=1 |f:4.5|. Reported procedure: To a solution of a mixture 10 mg (0.028 mmol) of 2-[(S)-1-phenylethylamino]-4-[5-carboxy-benzimidazol-1-yl]pyrimidine and 2-[(S)-1-phenylethylamino]-4-[6-carboxy-benzimidazol-1-yl]pyrimidine (EXAMPLE 106 Step C) and benzylamine (0.003 mL, 0.028 mmol) in 0.6 mL CH2Cl2 was added N-methylmopholine (0.004 mL) followed by 1-[3-(dimethylamino)propyl]-3-ethylcarbodiimide hydrochloride (10 mg). The solution was stirred for 4 hours then quenched with water. The organic fraction was concentrated and the p... Yields the product O=[N+]([O-])c1ccccc1CS(=O)(=O)NCCOCCO. As a reaction SMILES: [C:8](=[O:9])([O-:10])[O-:11].[CH3:28][c:29]1[cH:30][cH:31][cH:32][cH:33][cH:34]1.[CH3:36][CH2:37][O:38][C:39](=[O:40])[CH3:41].[K+:12].[K+:13].[N+:14](=[O:15])([O-:16])[c:17]1[c:18]([CH2:23][S:24](=[O:25])(=[O:26])[Cl:27])[cH:19][cH:20][cH:21][cH:22]1.[NH2:1][CH2:2][CH2:3][O:4][CH2:5][CH2:6][OH:7].[OH2:35]>>[NH:1]([CH2:2][CH2:3][O:4][CH2:5][CH2:6][OH:7])[S:24]([CH2:23][c:18]1[c:17]([N+:14](=[O:15])[O-:16])[cH:22][cH:21][cH:20][cH:19]1)(=[O:25])=[O:26]. Starting materials: O=C([O-])[O-], Cc1ccccc1, CCOC(C)=O, [K+], [K+], O=[N+]([O-])c1ccccc1CS(=O)(=O)Cl, NCCOCCO, O. Starting materials: [H-].[Na+] (sodium hydride), C(OC)(OC)=O (dimethyl carbonate), C(C)(=O)C=1C=C(C#N)C=CC1 (3-acetylbenzonitrile). The solvent is C1(=CC=CC=C1)C (toluene), C1(=CC=CC=C1)C (toluene). Yields the product C(#N)C=1C=C(C=CC1)C(CC(=O)OC)=O (Methyl 3-(3-cyanophenyl)-3-oxopropanoate). Yield: 95.4%. As a reaction SMILES: [H-].[Na+].[C:3](=[O:8])([O:6][CH3:7])OC.[C:9]([C:12]1[CH:13]=[C:14]([CH:17]=[CH:18][CH:19]=1)[C:15]#[N:16])(=[O:11])[CH3:10]>C1(C)C=CC=CC=1>[C:15]([C:14]1[CH:13]=[C:12]([C:9](=[O:11])[CH2:10][C:3]([O:6][CH3:7])=[O:8])[CH:19]=[CH:18][CH:17]=1)#[N:16] |f:0.1|. Procedure details: Into a three-necked flask equipped with an argon inlet and a condenser were placed sodium hydride (60%, 689.5 mg, 17.23 mmol), dimethyl carbonate (1.55 g, 17.23 mmol) and 15 mL of toluene. The mixture was stirred under reflux and a solution of 3-acetylbenzonitrile (1.0 g, 6.19 mmol) in toluene (15 mL) was added drop wise. The reaction mixture was stirred at 100° C. for 2 h. The reaction mixture was monitored by LCMS and purified by column chromatography on silica gel eluted with 0-10% of ethyl a... The reactants are FC(F)(F)c1cccc(CBr)c1, O=C([O-])[O-], Cn1c(NS(=O)(=O)c2ccccc2)nc2ccccc21, CCOC(C)=O, [K+], [K+], CN(C)C=O. Yields the product Cn1c(N(Cc2cccc(C(F)(F)F)c2)S(=O)(=O)c2ccccc2)nc2ccccc21. As a reaction SMILES: [Br:21][CH2:22][c:23]1[cH:24][c:25]([C:29]([F:30])([F:31])[F:32])[cH:26][cH:27][cH:28]1.[C:33](=[O:34])([O-:35])[O-:36].[CH3:1][n:2]1[c:3]([NH:11][S:12](=[O:13])(=[O:14])[c:15]2[cH:16][cH:17][cH:18][cH:19][cH:20]2)[n:4][c:5]2[c:6]1[cH:7][cH:8][cH:9][cH:10]2.[CH3:44][CH2:45][O:46][C:47]([CH3:48])=[O:49].[K+:37].[K+:38].[O:39]=[CH:40][N:41]([CH3:42])[CH3:43]>>[CH3:1][n:2]1[c:3]([N:11]([S:12](=[O:13])(=[O:14])[c:15]2[cH:16][cH:17][cH:18][cH:19][cH:20]2)[CH2:22][c:23]2[cH:24][c:25]([C:29]([F:30])([F:31])[F:32])[cH:26][cH:27][cH:28]2)[n:4][c:5]2[c:6]1[cH:7][cH:8][cH:9][cH:10]2.